This data is from the Open Reaction Database (ORD), a public repository of structured organic reaction records. The task is: describe an organic reaction: reactants, conditions, products, and yield The reactants are C1=C(C=CC2=CC=CC=C12)OC1=C(C=CC(=C1)[N+](=O)[O-])N(S(=O)(=O)C(F)(F)F)S(=O)(=O)C(F)(F)F (N-(2-(naphth-2-yloxy)-4-nitrophenyl)-N,N-bis(trifluoromethanesulfonyl)amine), [OH-].[Na+] (sodium hydroxide). The solvent is C1CCOC1 (THF). Run at time 10 minute. The product is C1=C(C=CC2=CC=CC=C12)OC1=C(C=CC(=C1)[N+](=O)[O-])NS(=O)(=O)C(F)(F)F (N-(2-(naphth-2-yloxy)-4-nitrophenyl)trifluoromethanesulfonamide). RXN SMILES: [CH:1]1[C:10]2[C:5](=[CH:6][CH:7]=[CH:8][CH:9]=2)[CH:4]=[CH:3][C:2]=1[O:11][C:12]1[CH:17]=[C:16]([N+:18]([O-:20])=[O:19])[CH:15]=[CH:14][C:13]=1[N:21](S(C(F)(F)F)(=O)=O)[S:22]([C:25]([F:28])([F:27])[F:26])(=[O:24])=[O:23].[OH-].[Na+]>C1COCC1>[CH:1]1[C:10]2[C:5](=[CH:6][CH:7]=[CH:8][CH:9]=2)[CH:4]=[CH:3][C:2]=1[O:11][C:12]1[CH:17]=[C:16]([N+:18]([O-:20])=[O:19])[CH:15]=[CH:14][C:13]=1[NH:21][S:22]([C:25]([F:26])([F:27])[F:28])(=[O:24])=[O:23] |f:1.2|. Reported procedure: To a solution of N-(2-(naphth-2-yloxy)-4-nitrophenyl)-N,N-bis(trifluoromethanesulfonyl)amine (o.428 g, 0.79 mmol) in THF (10 mL) was added excess aqueous sodium hydroxide (2 mL, 10% aqueous NaOH). The resulting solution was stirred for 10 minutes at ambient temperature and quenched by adding excess 10% aqueous HCl. The two phased solution was partitioned between ethyl acetate and water. The organic layer was washed (2x, brine) dried (Na2 SO4), filtered and concentrated in vacuo. Recrystallizatio... Starting materials: COCOC=1C(=CC=2C(CCC(C2C1)(C)C)(C)C)C=1C=C(C=CC1)C(C(=O)O)=C (3-(3-methoxymethoxy-5,6,7,8-tetrahydro-5,5,8,8-tetramethyl-2-naphthyl)phenylacrylic acid), CO (methanol), C1CCOC1 (THF), S(O)(O)(=O)=O (sulphuric acid). The solvent is O (water). The product is OC=1C(=CC=2C(CCC(C2C1)(C)C)(C)C)C=1C=C(C=CC1)C(C(=O)OC)=C (Methyl 3-(3-hydroxy-5,6,7,8-tetrahydro-5,5,8,8-tetramethyl-2-naphthyl)phenylacrylate). RXN SMILES: COC[O:4][C:5]1[C:6]([C:19]2[CH:20]=[C:21]([C:25](=[CH2:29])[C:26]([OH:28])=[O:27])[CH:22]=[CH:23][CH:24]=2)=[CH:7][C:8]2[C:9]([CH3:18])([CH3:17])[CH2:10][CH2:11][C:12]([CH3:16])([CH3:15])[C:13]=2[CH:14]=1.CO.[CH2:32]1COCC1.S(=O)(=O)(O)O>O>[OH:4][C:5]1[C:6]([C:19]2[CH:20]=[C:21]([C:25](=[CH2:29])[C:26]([O:28][CH3:32])=[O:27])[CH:22]=[CH:23][CH:24]=2)=[CH:7][C:8]2[C:9]([CH3:18])([CH3:17])[CH2:10][CH2:11][C:12]([CH3:15])([CH3:16])[C:13]=2[CH:14]=1. Procedure: 2 g (5 mmol) of 3-(3-methoxymethoxy-5,6,7,8-tetrahydro-5,5,8,8-tetramethyl-2-naphthyl)phenylacrylic acid, 10 ml of methanol and 10 ml of THF are introduced into a round-bottomed flask. 2.8 ml of concentrated sulphuric acid are added and the mixture is stirred at room temperature for &é hours. The reaction medium is poured into water and extracted with ethyl ether, and the organic phase is separated out after settling has taken place, washed with water, dried over magnesium sulphate and evaporate... The reactants are C(#N)C(C)(C)C=1C=C2CCC(C2=CC1)NC(=O)NC1=C2C=NNC2=CC=C1 (1-[5-(cyano-isopropyl)-indan-1-yl]-3-(1H-indazol-4-yl)-urea). The solvent is CO (MeOH). Product: C(#N)C(C)(C)C=1C=C2CC[C@H](C2=CC1)NC(=O)NC1=C2C=NNC2=CC=C1 (N-[(1R)-5-(1-cyano-1-methylethyl)-2,3-dihydro-1H-inden-1-yl]-N′-1H-indazol-4-ylurea). As a reaction SMILES: [C:1]([C:3]([C:6]1[CH:7]=[C:8]2[C:12](=[CH:13][CH:14]=1)[CH:11]([NH:15][C:16]([NH:18][C:19]1[CH:27]=[CH:26][CH:25]=[C:24]3[C:20]=1[CH:21]=[N:22][NH:23]3)=[O:17])[CH2:10][CH2:9]2)([CH3:5])[CH3:4])#[N:2]>CO>[C:1]([C:3]([C:6]1[CH:7]=[C:8]2[C:12](=[CH:13][CH:14]=1)[C@H:11]([NH:15][C:16]([NH:18][C:19]1[CH:27]=[CH:26][CH:25]=[C:24]3[C:20]=1[CH:21]=[N:22][NH:23]3)=[O:17])[CH2:10][CH2:9]2)([CH3:5])[CH3:4])#[N:2]. Reported procedure: The title compound was prepared by chiral separation of the corresponding racemic compound 1-[5-(cyano-isopropyl)-indan-1-yl]-3-(1H-indazol-4-yl)-urea (Ex. 57E) using a chiral column ChiralCel OD. [α]D: +35.4° (c: 1.04, MeOH). MS (ESI) m/z: 360.07 [M+H]. 1H NMR (DMSO-d6) □: 1.69 (s, 6H), 1.87 (m, 1H), 2.47 (m, 1H), 2.89 (m, 1H), 2.98 (m, 1H), 5.19 (q, 1H), 6.73 (d, 1H), 7.08 (d, 1H), 7.22 (t, 1H), 7.39 (s, 2H), 7.44 (s, 1H), 7.66 (d, 1H), 8.04 (s, 1H), 8.59 (s, 1H), 13.00 (s, 1H). Anal Calcd for... The product is CN1C(OC2=C1C(=CC(=C2)C(=O)C2=NC=NC(=C2)N2CCC1(NC(NC3=CC=CC=C13)=O)CC2)C)=O (3,4-dimethyl-6-(6-(2′-oxo-2′,3′-dihydro-1′H-spiro[piperidin-4,4′-quinazolin]-1-yl)pyrimidin-4-carbonyl)benzo[d]oxazol-2(3H)-one). Run at time 48 hour. The reactants are N1C(NC2(C3=CC=CC=C13)CCNCC2)=O (1′H-spiro[piperidin-4,4′-quinazolin]-2′(3′H)-one), ClC1=CC(=NC=N1)C(=O)C1=CC2=C(N(C(O2)=O)C)C(=C1)C (6-(6-chloropyrimidin-4-carbonyl)-3,4-dimethyl-3H-benzoxazol-2-one), CCN(C(C)C)C(C)C (DIPEA). RXN SMILES: [NH:1]1[C:10]2[C:5](=[CH:6][CH:7]=[CH:8][CH:9]=2)[C:4]2([CH2:15][CH2:14][NH:13][CH2:12][CH2:11]2)[NH:3][C:2]1=[O:16].Cl[C:18]1[N:23]=[CH:22][N:21]=[C:20]([C:24]([C:26]2[CH:36]=[C:35]([CH3:37])[C:29]3[N:30]([CH3:34])[C:31](=[O:33])[O:32][C:28]=3[CH:27]=2)=[O:25])[CH:19]=1.CCN(C(C)C)C(C)C>CN(C=O)C.CO>[CH3:34][N:30]1[C:29]2[C:35]([CH3:37])=[CH:36][C:26]([C:24]([C:20]3[CH:19]=[C:18]([N:13]4[CH2:12][CH2:11][C:4]5([C:5]6[C:10](=[CH:9][CH:8]=[CH:7][CH:6]=6)[NH:1][C:2](=[O:16])[NH:3]5)[CH2:15][CH2:14]4)[N:23]=[CH:22][N:21]=3)=[O:25])=[CH:27][C:28]=2[O:32][C:31]1=[O:33]. Procedure: 87.0 mg (0.400 mmol) 1′H-spiro[piperidin-4,4′-quinazolin]-2′(3′H)-one, 122 mg (0.400 mmol) 6-(6-chloropyrimidin-4-carbonyl)-3,4-dimethyl-3H-benzoxazol-2-one and 0.140 mL (0.800 mmol) DIPEA were combined in 3.0 mL DMF and stirred for 48 h at RT. The reaction mixture was diluted with MeOH, the precipitate was suction filtered, washed with diethyl ether and dried. Solvent: CN(C)C=O (DMF), CO (MeOH).